From a dataset of the Open Reaction Database (ORD), a public repository of structured organic reaction records. describe an organic reaction: reactants, conditions, products, and yield The reactants are [Na] (sodium), CC1=CC=C(C=C1)C(C(=O)OCC)C(=O)OCC (diethyl 2-(4-Methylphenyl)malonate), NC(=O)N (urea). The solvent is C(C)O (ethanol). The product is CC1=CC=C(C=C1)C1C(NC(NC1=O)=O)=O (5-(4-Methylphenyl)barbituric Acid). Reaction SMILES: [Na].[CH3:2][C:3]1[CH:8]=[CH:7][C:6]([CH:9]([C:15]([O:17]CC)=O)[C:10]([O:12]CC)=O)=[CH:5][CH:4]=1.[NH2:20][C:21]([NH2:23])=[O:22]>C(O)C>[CH3:2][C:3]1[CH:4]=[CH:5][C:6]([CH:9]2[C:10](=[O:12])[NH:23][C:21](=[O:22])[NH:20][C:15]2=[O:17])=[CH:7][CH:8]=1 |^1:0|. Reported procedure: To a solution of sodium (184 mg) in 12 ml of ethanol are added 0.95 ml of diethyl 2-(4-Methylphenyl)malonate and 360 mg of urea, then the mixture is refluxed for 3 hours. A white solid separates, which is filtered and redissolved in 4 ml of water. The solution is acidified to pH=1-2 by adding 6 N hydrochloric acid. A white solid separates, which is collected by filtration, washed with 15 ml of water and dried under vacuum. 619 mg of the product are obtained, m.p. 271° C. The reactants are N(=[N+]=[N-])C1=CC=C(C=CC(=O)Cl)C=C1 (p-azidocinnamic acid chloride), CN(CCO)C (2-dimethylaminoethanol). Solvent: C(Cl)(Cl)(Cl)Cl (carbon tetrachloride). The product is N(=[N+]=[N-])C1=CC=C(C=CC(=O)OCCN(C)C)C=C1 (2-(N,N-dimethylamino)ethyl p-azidocinnamate). As a reaction SMILES: [N:1]([C:4]1[CH:14]=[CH:13][C:7]([CH:8]=[CH:9][C:10](Cl)=[O:11])=[CH:6][CH:5]=1)=[N+:2]=[N-:3].[CH3:15][N:16]([CH3:20])[CH2:17][CH2:18][OH:19]>C(Cl)(Cl)(Cl)Cl>[N:1]([C:4]1[CH:14]=[CH:13][C:7]([CH:8]=[CH:9][C:10]([O:19][CH2:18][CH2:17][N:16]([CH3:20])[CH3:15])=[O:11])=[CH:6][CH:5]=1)=[N+:2]=[N-:3]. Procedure details: In carbon tetrachloride was dissolved 14 g (70 millimoles) of the p-azidocinnamic acid chloride obtained in Example 16, and 6 g (70 millimoles) of 2-dimethylaminoethanol was added dropwise to the resulting solution at 10° to 20° C., after which the resulting mixture was allowed to react for 1 hour. The deposited precipitate was collected by filtration, and 100 ml of water was added thereto. Reactants: C(C)(C)(C)OC(N(N1C=CC=C1)CC1=CC(=CC=C1)F)=O ((3-fluoro-benzyl)-pyrrol-1-yl-carbamic acid tert-butyl ester), C(C)OC(C(C(=O)OCC)C(=O)OCC)=O (2-ethoxycarbonyl-malonic acid diethyl ester). The product is C(C)OC(=O)C1=C(C=2N(N(C1=O)CC1=CC(=CC=C1)F)C=CC2)O (1-(3-Fluoro-benzyl)-4-hydroxy-2-oxo-1,2-dihydro-pyrrolo[1,2-b]pyridazine-3-carboxylic acid ethyl ester). RXN SMILES: C(O[C:6](=[O:21])[N:7]([CH2:13][C:14]1[CH:19]=[CH:18][CH:17]=[C:16]([F:20])[CH:15]=1)[N:8]1[CH:12]=[CH:11][CH:10]=[CH:9]1)(C)(C)C.[CH2:22]([O:24][C:25](=[O:37])[CH:26](C(OCC)=O)[C:27](OCC)=[O:28])[CH3:23]>>[CH2:22]([O:24][C:25]([C:26]1[C:6](=[O:21])[N:7]([CH2:13][C:14]2[CH:19]=[CH:18][CH:17]=[C:16]([F:20])[CH:15]=2)[N:8]2[CH:9]=[CH:10][CH:11]=[C:12]2[C:27]=1[OH:28])=[O:37])[CH3:23]. Reported procedure: Prepared according to the thermal cyclization condition used in Example 1 step c) from (3-fluoro-benzyl)-pyrrol-1-yl-carbamic acid tert-butyl ester (1.0 eq.) and 2-ethoxycarbonyl-malonic acid diethyl ester (3.0 eq.). ESI (m/z): 331 (M+H)+. Reactants: CS(=O)(=O)Cc1cccc2cc[nH]c12, [Cl-], [Cl-], [Cl-], OC(c1ccc(Cl)cc1)C1CC1(F)F, ClCCCl, ClCCl, [In+3], O=C(O)C(F)(F)F. Product: CS(=O)(=O)Cc1cccc2c(C(c3ccc(Cl)cc3)C3CC3(F)F)c[nH]c12. RXN SMILES: [CH3:26][S:27](=[O:28])(=[O:29])[CH2:30][c:31]1[cH:32][cH:33][cH:34][c:35]2[cH:36][cH:37][nH:38][c:39]12.[Cl-:1].[Cl-:3].[Cl-:4].[Cl:12][c:13]1[cH:14][cH:15][c:16]([CH:19]([OH:20])[CH:21]2[C:22]([F:24])([F:25])[CH2:23]2)[cH:17][cH:18]1.[Cl:40][CH2:41][CH2:42][Cl:43].[Cl:44][CH2:45][Cl:46].[In+3:2].[OH:5][C:6]([C:7]([F:8])([F:9])[F:10])=[O:11]>>[Cl:12][c:13]1[cH:14][cH:15][c:16]([CH:19]([CH:21]2[C:22]([F:24])([F:25])[CH2:23]2)[c:36]2[c:35]3[cH:34][cH:33][cH:32][c:31]([CH2:30][S:27]([CH3:26])(=[O:28])=[O:29])[c:39]3[nH:38][cH:37]2)[cH:17][cH:18]1. Starting materials: II, CC1([C@@H]([C@@H]1CC(C)=NOCC1CC1)C(=O)OC(C1=CC(=CC=C1)OC1=CC=CC=C1)C#N)C (α-cyano-3-phenoxybenzyl (1R,cis)-2,2-dimethyl-3-(2-(cyclopropylmethoxyimino)propyl)cyclopropanecarboxylate), C1(C2=C(C(N1CO)=O)CCCC2)=O (3,4,5,6-tetrahydrophthalimidomethyl alcohol), CC1=C(C(=O)CC1O)CC=C (allethrolone), CC1([C@@H]([C@@H]1CC(C)=NOCC1CCC1)C(=O)OC(C1=CC(=CC=C1)OC1=CC=CC=C1)C#N)C (α-cyano-3-phenoxybenzyl (1R,cis)-2,2-dimethyl-3-(2-(cyclobutylmethoxyimino)propyl)cyclopropanecarboxylate), esters, esters, alcohols, ClC1=C(CO)C(=CC=C1)Cl (2,6-dichlorobenzyl alcohol), C(#C)C(C1=CC(=CC=C1)OC1=CC=CC=C1)O (α-ethynyl-3-phenoxybenzyl alcohol), CC1([C@@H]([C@@H]1CC(C)=NOCC(C)(C)C)C(=O)OC(C1=CC(=CC=C1)OC1=CC=CC=C1)C#N)C (α-cyano -3-phenoxybenzyl (1R,cis)-2,2-dimethyl-3-(2-(neopentoxyimino)propyl)cyclopropanecarboxylate), CC1([C@@H]([C@@H]1CC(C)=NOCC(C)C)C(=O)OCC1=CC(=CC=C1)OC1=CC=CC=C1)C (3-phenoxybenzyl (1R,cis)-2,2-dimethyl-3-(2-(isobutoxyimino)propyl)cyclopropanecarboxylate). The product is CC1([C@@H]([C@@H]1CC(C)=NOC(C)C)C(=O)OC(C1=CC(=CC=C1)OC1=CC=CC=C1)C#N)C (α-Cyano-3-phenoxybenzyl (1R,cis)-2,2-dimethyl-3-(-2-(isopropoxyimino)propyl)cyclopropanecarboxylat). As a reaction SMILES: [CH3:1][C:2]1([CH3:34])[C@@H:4]([CH2:5][C:6](=[N:8][O:9]CC(C)(C)C)[CH3:7])[C@H:3]1[C:15]([O:17][CH:18]([C:32]#[N:33])[C:19]1[CH:24]=[CH:23][CH:22]=[C:21]([O:25][C:26]2[CH:31]=[CH:30][CH:29]=[CH:28][CH:27]=2)[CH:20]=1)=[O:16].[CH3:35][C:36]1(C)[C@@H](CC(=NOCC(C)C)C)[C@H:37]1C(OCC1C=CC=C(OC2C=CC=CC=2)C=1)=O.CC1(C)[C@@H](CC(=NOCC2CC2)C)[C@H]1C(OC(C#N)C1C=CC=C(OC2C=CC=CC=2)C=1)=O.CC1(C)[C@@H](CC(=NOCC2CCC2)C)[C@H]1C(OC(C#N)C1C=CC=C(OC2C=CC=CC=2)C=1)=O.C(C(O)C1C=CC=C(OC2C=CC=CC=2)C=1)#C.C1(=O)N(CO)C(=O)C2CCCCC1=2.ClC1C=CC=C(Cl)C=1CO.CC1C(O)CC(=O)C=1CC=C>>[CH3:34][C:2]1([CH3:1])[C@@H:4]([CH2:5][C:6](=[N:8][O:9][CH:36]([CH3:37])[CH3:35])[CH3:7])[C@H:3]1[C:15]([O:17][CH:18]([C:32]#[N:33])[C:19]1[CH:24]=[CH:23][CH:22]=[C:21]([O:25][C:26]2[CH:31]=[CH:30][CH:29]=[CH:28][CH:27]=2)[CH:20]=1)=[O:16]. Procedure details: Following procedures similar to Embodiment II above: α-cyano -3-phenoxybenzyl (1R,cis)-2,2-dimethyl-3-(2-(neopentoxyimino)propyl)cyclopropanecarboxylate, 3-phenoxybenzyl (1R,cis)-2,2-dimethyl-3-(2-(isobutoxyimino)propyl)cyclopropanecarboxylate, α-cyano-3-phenoxybenzyl (1R,cis)-2,2-dimethyl-3-(2-(cyclopropylmethoxyimino)propyl)cyclopropanecarboxylate, α-cyano-3-phenoxybenzyl (1R,cis)-2,2-dimethyl-3-(2-(cyclobutylmethoxyimino)propyl)cyclopropanecarboxylate are prepared as well as the corresponding...